From a dataset of the Open Reaction Database (ORD), a public repository of structured organic reaction records. describe an organic reaction: reactants, conditions, products, and yield Reactants: C1CCOC1, CC=Cc1cccc(F)c1F, [H][H]. Product: CCCc1cccc(F)c1F. As a reaction SMILES: [CH2:14]1[O:15][CH2:16][CH2:17][CH2:18]1.[CH:3](=[CH:4][CH3:5])[c:6]1[c:7]([F:13])[c:8]([F:12])[cH:9][cH:10][cH:11]1.[H:1][H:2]>>[CH2:3]([CH2:4][CH3:5])[c:6]1[c:7]([F:13])[c:8]([F:12])[cH:9][cH:10][cH:11]1. Starting materials: [N+](=O)([O-])C=1C=C(C(=CC1C)C)N1C(CC1)=O (1-(3'-nitro-4',6'-dimethylphenyl)-azetidin-2-one), [N+](=O)([O-])C=1C=C(C(=CC1C)C)N1C(CC1)=O (1-(3'-Nitro-4',6'-dimethylphenyl)-azetidin-2-one). Reagents/catalysts: [Ni] (Raney nickel). The solvent is CO (methanol). The product is NC=1C=C(C(=CC1C)C)N1C(CC1)=O (1-(3'-Amino-4',6'-dimethylphenyl)-azetidin-2-one). Isolated yield 90.4%. As a reaction SMILES: [N+:1]([C:4]1[CH:5]=[C:6]([N:12]2[CH2:15][CH2:14][C:13]2=[O:16])[C:7]([CH3:11])=[CH:8][C:9]=1[CH3:10])([O-])=O>CO.[Ni]>[NH2:1][C:4]1[CH:5]=[C:6]([N:12]2[CH2:15][CH2:14][C:13]2=[O:16])[C:7]([CH3:11])=[CH:8][C:9]=1[CH3:10]. Procedure: 21.2 g (0.0965 mol) of the 1-(3'-nitro-4',6'-dimethylphenyl)-azetidin-2-one obtained according to (a) are hydrogenated in 210 ml of methanol with 2 g of Raney nickel at 30°-35° under normal pressure. The reaction solution is filtered and evaporated. Recrystallisation of the crude product from methanol gives 16.6 g (90%) of crystals having a melting point of 123°-124°. Reactants: C(C)(C)N1N=CC=2C1=NC(=NC2O)C2=CC=C(C=C2)[N+](=O)[O-] (1-isopropyl-6-(4-nitrophenyl)-1H-pyrazolo[3,4-d]pyrimidin-4-ol), P(=O)(Cl)(Cl)Cl (phosphorus oxychloride). Yields the product ClC1=C2C(=NC(=N1)C1=CC=C(C=C1)[N+](=O)[O-])N(N=C2)C(C)C (4-chloro-1-isopropyl-6-(4-nitrophenyl)-1H-pyrazolo[3,4-d]pyrimidine). Isolated yield 100.0%. Reaction SMILES: [CH:1]([N:4]1[C:8]2=[N:9][C:10]([C:14]3[CH:19]=[CH:18][C:17]([N+:20]([O-:22])=[O:21])=[CH:16][CH:15]=3)=[N:11][C:12](O)=[C:7]2[CH:6]=[N:5]1)([CH3:3])[CH3:2].P(Cl)(Cl)([Cl:25])=O>>[Cl:25][C:12]1[N:11]=[C:10]([C:14]2[CH:19]=[CH:18][C:17]([N+:20]([O-:22])=[O:21])=[CH:16][CH:15]=2)[N:9]=[C:8]2[N:4]([CH:1]([CH3:3])[CH3:2])[N:5]=[CH:6][C:7]=12. Reported procedure: A suspension of 1-isopropyl-6-(4-nitrophenyl)-1H-pyrazolo[3,4-d]pyrimidin-4-ol (0.76 g, 2.5 mmol) in phosphorus oxychloride (20 mL) was heated a sealed tube with a heat gun until all of the starting material was dissolved. After allowing the mixture to cool to room temperature it was concentrated to dryness under reduced pressure, leaving a pale yellow solid which was then triturated with water and collected by Buchner filtration. The solid was further washed with water and dried under house vac... The reactants are ClCC1CN(Cc2ccccc2)CCO1, CN(C)C=O, [N-]=[N+]=[N-], [Na+], O. The product is [N-]=[N+]=NCC1CN(Cc2ccccc2)CCO1. As a reaction SMILES: [CH2:1]([c:2]1[cH:3][cH:4][cH:5][cH:6][cH:7]1)[N:8]1[CH2:9][CH:10]([CH2:14][Cl:15])[O:11][CH2:12][CH2:13]1.[CH3:20][N:21]([CH3:22])[CH:23]=[O:24].[N-:17]=[N+:18]=[N-:19].[Na+:16].[OH2:25]>>[CH2:1]([c:2]1[cH:3][cH:4][cH:5][cH:6][cH:7]1)[N:8]1[CH2:9][CH:10]([CH2:14][N:17]=[N+:18]=[N-:19])[O:11][CH2:12][CH2:13]1. Starting materials: CCCc1nc2c(C)cc(-c3cn(C(CCC)CCC)cn3)cc2n1Cc1ccc(-c2ccccc2C(=O)OC(C)(C)C)cc1, ClCCl, O=C(O)C(F)(F)F. The product is CCCc1nc2c(C)cc(-c3cn(C(CCC)CCC)cn3)cc2n1Cc1ccc(-c2ccccc2C(=O)O)cc1. As a reaction SMILES: [CH2:1]([CH2:2][CH3:3])[c:4]1[n:5][c:6]2[c:7]([n:8]1[CH2:9][c:10]1[cH:11][cH:12][c:13](-[c:16]3[c:17]([C:22](=[O:23])[O:24][C:25]([CH3:26])([CH3:27])[CH3:28])[cH:18][cH:19][cH:20][cH:21]3)[cH:14][cH:15]1)[cH:29][c:30](-[c:34]1[n:35][cH:36][n:37]([CH:39]([CH2:40][CH2:41][CH3:42])[CH2:43][CH2:44][CH3:45])[cH:38]1)[cH:31][c:32]2[CH3:33].[CH2:53]([Cl:54])[Cl:55].[OH:46][C:47]([C:48]([F:49])([F:50])[F:51])=[O:52]>>[CH2:1]([CH2:2][CH3:3])[c:4]1[n:5][c:6]2[c:7]([n:8]1[CH2:9][c:10]1[cH:11][cH:12][c:13](-[c:16]3[c:17]([C:22](=[O:23])[OH:24])[cH:18][cH:19][cH:20][cH:21]3)[cH:14][cH:15]1)[cH:29][c:30](-[c:34]1[n:35][cH:36][n:37]([CH:39]([CH2:40][CH2:41][CH3:42])[CH2:43][CH2:44][CH3:45])[cH:38]1)[cH:31][c:32]2[CH3:33]. Reactants: BrC=1SC=CC1Br (2,3-Dibromothiophene), C#CCCCCCC (1-octyne). Product: BrC1=C(SC=C1)C#CCCCCCC (3-Bromo-2-(1-octynyl)thiophene). Yield: 87.5%. As a reaction SMILES: Br[C:2]1[S:3][CH:4]=[CH:5][C:6]=1[Br:7].[CH:8]#[C:9][CH2:10][CH2:11][CH2:12][CH2:13][CH2:14][CH3:15]>>[Br:7][C:6]1[CH:5]=[CH:4][S:3][C:2]=1[C:8]#[C:9][CH2:10][CH2:11][CH2:12][CH2:13][CH2:14][CH3:15]. Procedure: 2,3-Dibromothiophene (3.78 g 15.6 mmole) was reacted with 1-octyne (2.57 g 23.4 mmole) using the method given in Example 20. The reaction product was purified by chromatography on silica eluting with hexane to yield 3.70 g (87.2%) of the title compound as a yellow oil bp 0.05 155°, νmax (mull) 3100, 2225, 870, 710; δ(CDCl3), 0.9(3H, t, J=6 Hz), 1.3(8H, m), 2.47(2H, t, J=6 Hz), 6.9(d, 1H, J=9 Hz), 7.13(1H, d, J=9 Hz).